From a dataset of the Open Reaction Database (ORD), a public repository of structured organic reaction records. describe an organic reaction: reactants, conditions, products, and yield Starting materials: [H][H] (hydrogen), [H][H] (hydrogen), C(C)(=O)NC(C(=O)OCC)C(C)NCC1=CC=CC=C1 (ethyl 2-acetamido-3-benzylaminobutyrate). The reagents and catalysts are [Pd] (palladium-on-carbon). Run in C(C)O (ethanol). Product: C(C)(=O)NC(C(=O)OCC)C(C)N (ethyl 2-acetamido-3-aminobutyrate). Yield: 100.0%. Reaction SMILES: [C:1]([NH:4][CH:5]([CH:11]([NH:13]CC1C=CC=CC=1)[CH3:12])[C:6]([O:8][CH2:9][CH3:10])=[O:7])(=[O:3])[CH3:2].[H][H]>C(O)C.[Pd]>[C:1]([NH:4][CH:5]([CH:11]([NH2:13])[CH3:12])[C:6]([O:8][CH2:9][CH3:10])=[O:7])(=[O:3])[CH3:2]. Procedure details: Five grams of ethyl 2-acetamido-3-benzylaminobutyrate were dispersed in 20 ml of ethanol together with 0.5 of 5% palladium-on-carbon and shaken under 40 psi of hydrogen until hydrogen uptake had ceased. The mixture was filtered through Celite and evaporated to give a 100% yield of ethyl 2-acetamido-3-aminobutyrate. The reactants are C1(CCCCC1)CCC[C@H](CC(=O)OC(C)(C)C)C1=NC(=NO1)C(=O)N1CC=2C=CC=NC2CC1 (tert-butyl (3R)-6-cyclohexyl-3-{3-[7,8-dihydro[1,6]naphthyridin-6(5H)-ylcarbonyl]-1,2,4-oxadiazol-5-yl}hexanoate), FC(C(=O)O)(F)F (trifluoroacetic acid). Solvent: ClCCl (dichloromethane). Conditions: time 17 hour. The product is FC(C(=O)O)(F)F.C1(CCCCC1)CCC[C@H](CC(=O)O)C1=NC(=NO1)C(=O)N1CC=2C=CC=NC2CC1 ((3R)-6-Cyclohexyl-3-{3-[7,8-dihydro[1,6]naphthyridin-6(5H)-ylcarbonyl]-1,2,4-oxadiazol-5-yl}hexanoic acid trifluoroacetate). As a reaction SMILES: [CH:1]1([CH2:7][CH2:8][CH2:9][C@@H:10]([C:19]2[O:23][N:22]=[C:21]([C:24]([N:26]3[CH2:35][CH2:34][C:33]4[N:32]=[CH:31][CH:30]=[CH:29][C:28]=4[CH2:27]3)=[O:25])[N:20]=2)[CH2:11][C:12]([O:14]C(C)(C)C)=[O:13])[CH2:6][CH2:5][CH2:4][CH2:3][CH2:2]1.[F:36][C:37]([F:42])([F:41])[C:38]([OH:40])=[O:39]>ClCCl>[F:36][C:37]([F:42])([F:41])[C:38]([OH:40])=[O:39].[CH:1]1([CH2:7][CH2:8][CH2:9][C@@H:10]([C:19]2[O:23][N:22]=[C:21]([C:24]([N:26]3[CH2:35][CH2:34][C:33]4[N:32]=[CH:31][CH:30]=[CH:29][C:28]=4[CH2:27]3)=[O:25])[N:20]=2)[CH2:11][C:12]([OH:14])=[O:13])[CH2:2][CH2:3][CH2:4][CH2:5][CH2:6]1 |f:3.4|. Procedure: A solution of tert-butyl (3R)-6-cyclohexyl-3-{3-[7,8-dihydro[1,6]naphthyridin-6(5H)-ylcarbonyl]-1,2,4-oxadiazol-5-yl}hexanoate (Preparation 29) (281 mg, 0.58 mmol) in dichloromethane (4 ml) was treated with trifluoroacetic acid (1 ml) and the resulting mixture was stirred at room temperature under a nitrogen atmosphere for 17 hours. The solvent was removed under reduced pressure and the residue azeotroped from toluene to afford the title compound (245 mg).